Dataset: the Open Reaction Database (ORD), a public repository of structured organic reaction records. Task: describe an organic reaction: reactants, conditions, products, and yield Starting materials: [Li]OC(=O)C.O.O (LiOAc.2H2O), ClC=1C=CC2=C(C=C(CO2)C(=O)O)C1 (6-chloro-2H-1-benzopyran-3-carboxylic acid), C1CC(=O)N(C1=O)Br (NBS). Run in CC#N.O (CH3CN H2O). Run at time 5 hour. Yields the product hexanes Et2O, BrC=1COC2=CC=C(C=C2C1)Cl (3-bromo-6-chloro-2H-chromene). Isolated yield 23.6%. Reaction SMILES: [Li]OC(C)=O.O.O.[Cl:8][C:9]1[CH:10]=[CH:11][C:12]2[O:17][CH2:16][C:15](C(O)=O)=[CH:14][C:13]=2[CH:21]=1.C1C(=O)N([Br:29])C(=O)C1>CC#N.O>[Br:29][C:15]1[CH2:16][O:17][C:12]2[C:13]([CH:14]=1)=[CH:21][C:9]([Cl:8])=[CH:10][CH:11]=2 |f:0.1.2,5.6|. Procedure: To a solution of LiOAc.2H2O (0.16 g, 1.62 mmol) in 97:3 CH3CN/H2O (30 mL) was added 6-chloro-2H-1-benzopyran-3-carboxylic acid (1.43 g, 8.12 mmol), followed by NBS (1.52 g, 8.53 mmol) and the mixture was stirred at room temperature for 5 hours. The reaction mixture was then concentrated to dryness under reduced pressure. Purification by flash column chromatography (gradient, hexanes, then 98:2 to 90:10 hexanes/Et2O) gave 3-bromo-6-chloro-2H-chromene (0.47 g, 27%) as a pale yellow oil: 1H NMR (30... Starting materials: O=C(OCc1ccccc1)C1CCCN1C(=O)CCCc1ccccc1, CO, [H][H]. The product is O=C(O)C1CCCN1C(=O)CCCc1ccccc1. Reaction SMILES: [CH2:1]([c:2]1[cH:3][cH:4][cH:5][cH:6][cH:7]1)[O:8][C:9]([CH:10]1[N:11]([C:15]([CH2:16][CH2:17][CH2:18][c:19]2[cH:20][cH:21][cH:22][cH:23][cH:24]2)=[O:25])[CH2:12][CH2:13][CH2:14]1)=[O:26].[CH3:27][OH:28].[H:29][H:30]>>[O:8]=[C:9]([CH:10]1[N:11]([C:15]([CH2:16][CH2:17][CH2:18][c:19]2[cH:20][cH:21][cH:22][cH:23][cH:24]2)=[O:25])[CH2:12][CH2:13][CH2:14]1)[OH:26].